From a dataset of the Open Reaction Database (ORD), a public repository of structured organic reaction records. describe an organic reaction: reactants, conditions, products, and yield The reactants are C1(=CC=C(C=C1)S(=O)(=O)C)C (methyl p-tolyl sulfone), ice, S(=S)(=O)([O-])[O-].[Na+].[Na+] (sodium thiosulfate), BrBr (bromine). The reagents and catalysts are [Fe] (iron). The solvent is C(C)(=O)OCC (ethyl acetate). Reaction conditions: time 2 hour. The product is BrC1=C(C=CC(=C1)S(=O)(=O)C)C (2-bromo-1-methyl-4-(methylsulfonyl)benzene). The yield is 75.1%. Reaction SMILES: [Br:1]Br.[C:3]1([CH3:13])[CH:8]=[CH:7][C:6]([S:9]([CH3:12])(=[O:11])=[O:10])=[CH:5][CH:4]=1.S([O-])([O-])(=O)=S.[Na+].[Na+]>[Fe].C(OCC)(=O)C>[Br:1][C:8]1[CH:7]=[C:6]([S:9]([CH3:12])(=[O:11])=[O:10])[CH:5]=[CH:4][C:3]=1[CH3:13] |f:2.3.4|. Procedure: To a suspension of iron powder (0.0669 g, 1.20 mmol) in bromine (2.05 mL, 39.9 mmol) at 0° C. was added methyl p-tolyl sulfone (0.340 g, 2.00 mmol). The reaction was warmed up to RT and stirred for 2 h. The mixture was poured into an ice-cold 1 M solution of sodium thiosulfate and ethyl acetate. The layers were separated and the aqueous layer was extracted with ethyl acetate (3×). The combined organic layers were dried over anhydrous sodium sulfate, filtered and concentrated to give 545 mg of cr... The reactants are ClC1=NN2C(C(=N1)N(CC1=CC=C(C=C1)OC)C1CC1)=NC=C2C#N (2-chloro-4-(cyclopropyl(4-methoxybenzyl)amino)imidazo[2,1-f][1,2,4]triazine-7-carbonitrile), CC1(C2=C(C(=CC=C2)P(C3=CC=CC=C3)C4=CC=CC=C4)OC5=C(C=CC=C51)P(C6=CC=CC=C6)C7=CC=CC=C7)C (Xantphos), C(=O)([O-])[O-].[Cs+].[Cs+] (Cs2CO3), ClC1=NN2C(C(=N1)N(CC1=CC=C(C=C1)OC)C1CC1)=NC=C2C#N (2-chloro-4-(cyclopropyl(4-methoxybenzyl)amino)imidazo[2,1-f][1,2,4]triazine-7-carbonitrile), NC=1C=C(C#N)C=C(C1F)N1CC(C1)N1CCN(CC1)C (3-amino-4-fluoro-5-(3-(4-methylpiperazin-1-yl)azetidin-1-yl)benzonitrile). The reagents and catalysts are C(C)(=O)[O-].[Pd+2].C(C)(=O)[O-] (Palladium(II)Acetate), C1=CC=C(C=C1)P([C-]2C=CC=C2)C3=CC=CC=C3.C1=CC=C(C=C1)P([C-]2C=CC=C2)C3=CC=CC=C3.[Fe+2] (DPPF). Run in O1CCOCC1 (1,4-dioxane). Conditions: temperature 100 celsius, time 3 hour. Product: C(#N)C=1C=C(C(=C(C1)NC1=NN2C(C(=N1)NC1CC1)=NC=C2C#N)F)N2CC(C2)N2CCN(CC2)C (2-((5-cyano-2-fluoro-3-(3-(4-methylpiperazin-1-yl)azetidin-1-yl)phenyl)amino)-4-(cyclopropylamino)imidazo[2,1-f][1,2,4]triazine-7-carbonitrile). The yield is 20.9%. As a reaction SMILES: Cl[C:2]1[N:7]=[C:6]([N:8]([CH:18]2[CH2:20][CH2:19]2)CC2C=CC(OC)=CC=2)[C:5]2=[N:21][CH:22]=[C:23]([C:24]#[N:25])[N:4]2[N:3]=1.[NH2:26][C:27]1[CH:28]=[C:29]([CH:32]=[C:33]([N:36]2[CH2:39][CH:38]([N:40]3[CH2:45][CH2:44][N:43]([CH3:46])[CH2:42][CH2:41]3)[CH2:37]2)[C:34]=1[F:35])[C:30]#[N:31].C([O-])([O-])=O.[Cs+].[Cs+].CC1(C)C2C(=C(P(C3C=CC=CC=3)C3C=CC=CC=3)C=CC=2)OC2C(P(C3C=CC=CC=3)C3C=CC=CC=3)=CC=CC1=2>C1C=CC(P(C2C=CC=CC=2)[C-]2C=CC=C2)=CC=1.C1C=CC(P(C2C=CC=CC=2)[C-]2C=CC=C2)=CC=1.[Fe+2].C([O-])(=O)C.[Pd+2].C([O-])(=O)C.O1CCOCC1>[C:30]([C:29]1[CH:32]=[C:33]([N:36]2[CH2:37][CH:38]([N:40]3[CH2:41][CH2:42][N:43]([CH3:46])[CH2:44][CH2:45]3)[CH2:39]2)[C:34]([F:35])=[C:27]([NH:26][C:2]2[N:7]=[C:6]([NH:8][CH:18]3[CH2:19][CH2:20]3)[C:5]3=[N:21][CH:22]=[C:23]([C:24]#[N:25])[N:4]3[N:3]=2)[CH:28]=1)#[N:31] |f:2.3.4,6.7.8,9.10.11|. Reported procedure: 2-chloro-4-(cyclopropyl(4-methoxybenzyl)amino)imidazo[2,1-f][1,2,4]triazine-7-carbonitrile (Intermediate 9)(60 mg, 0.169 mmol), 3-amino-4-fluoro-5-(3-(4-methylpiperazin-1-yl)azetidin-1-yl)benzonitrile (48 mg, 0.166 mmol), DPPF (6.44 mg, 0.012 mmol), Cs2CO3 (92 mg, 0.282 mmol), Xantphos (9.60 mg, 0.017 mmol), Palladium(II)Acetate (11.17 mg, 0.050 mmol) and 1,4-dioxane (2 ml) were combined in a microwave vial. The vial was evacuated and backfilled with Nitrogen 3×. The reaction stirred at 100° C. ...